The task is: describe an organic reaction: reactants, conditions, products, and yield. This data is from the Open Reaction Database (ORD), a public repository of structured organic reaction records. Starting materials: ClC1=CC=C(C=C1)C(C=1C=NN(C1C(=O)OCC)C1CC1)O (ethyl 4-((4-chlorophenyl)(hydroxy)methyl)-1-cyclopropyl-1H-pyrazole-5-carboxylate), NC=1C=C(C(N(C1)C)=O)C (5-amino-1,3-dimethylpyridin-2(1H)-one). The solvent is CCOC(=O)C (EtOAc). Yields the product ClC1=CC=C(C=C1)C(C=1C=NN(C1C(=O)OCC)C1CC1)NC1=CN(C(C(=C1)C)=O)C (ethyl 4-((4-chlorophenyl)((1,5-dimethyl-6-oxo-1,6-dihydropyridin-3-yl)amino)methyl)-1-cyclopropyl-1H-pyrazole-5-carboxylate). RXN SMILES: [Cl:1][C:2]1[CH:7]=[CH:6][C:5]([CH:8](O)[C:9]2[CH:10]=[N:11][N:12]([CH:19]3[CH2:21][CH2:20]3)[C:13]=2[C:14]([O:16][CH2:17][CH3:18])=[O:15])=[CH:4][CH:3]=1.[NH2:23][C:24]1[CH:25]=[C:26]([CH3:32])[C:27](=[O:31])[N:28]([CH3:30])[CH:29]=1>CCOC(C)=O>[Cl:1][C:2]1[CH:7]=[CH:6][C:5]([CH:8]([NH:23][C:24]2[CH:25]=[C:26]([CH3:32])[C:27](=[O:31])[N:28]([CH3:30])[CH:29]=2)[C:9]2[CH:10]=[N:11][N:12]([CH:19]3[CH2:21][CH2:20]3)[C:13]=2[C:14]([O:16][CH2:17][CH3:18])=[O:15])=[CH:4][CH:3]=1. Reported procedure: The title compound was prepared in analogy to the procedure described in Step 10.3 using ethyl 4-((4-chlorophenyl)(hydroxy)methyl)-1-cyclopropyl-1H-pyrazole-5-carboxylate (Step 34.3) and 5-amino-1,3-dimethylpyridin-2(1H)-one (Step 20.2). tR: 4.78 min (HPLC 1); tR: 1.10 min (LC-MS 2); ESI-MS: 441 [M+H]+ (LC-MS 2); Rf=0.31 (EtOAc). The reactants are CC(C)(C#N)C(O)CC(=O)O, C1CCOC1, CCOC(C)=O, Cl. The product is CC(C)(C#N)C(O)CCO. RXN SMILES: [C:1](#[N:2])[C:3]([CH:4]([CH2:5][C:6](=[O:7])[OH:8])[OH:9])([CH3:10])[CH3:11].[CH2:19]1[O:20][CH2:21][CH2:22][CH2:23]1.[CH3:13][CH2:14][O:15][C:16](=[O:17])[CH3:18].[ClH:12]>>[C:1](#[N:2])[C:3]([CH:4]([CH2:5][CH2:6][OH:7])[OH:9])([CH3:10])[CH3:11]. The reactants are CC(C)(C)OC(=O)N1CCC(c2cccc(C(=O)O)n2)CC1, CNC1CCCc2ccccc21, CCN(C(C)C)C(C)C, CN(C)C=O. Yields the product CN(C(=O)c1cccc(C2CCN(C(=O)OC(C)(C)C)CC2)n1)C1CCCc2ccccc21. RXN SMILES: [C:1]([CH3:2])([CH3:3])([CH3:4])[O:5][C:6](=[O:7])[N:8]1[CH2:9][CH2:10][CH:11]([c:14]2[n:15][c:16]([C:20](=[O:21])[OH:22])[cH:17][cH:18][cH:19]2)[CH2:12][CH2:13]1.[CH3:23][NH:24][CH:25]1[CH2:26][CH2:27][CH2:28][c:29]2[cH:30][cH:31][cH:32][cH:33][c:34]21.[CH:35]([N:36]([CH:37]([CH3:38])[CH3:39])[CH2:40][CH3:41])([CH3:42])[CH3:43].[O:44]=[CH:45][N:46]([CH3:47])[CH3:48]>>[C:1]([CH3:2])([CH3:3])([CH3:4])[O:5][C:6](=[O:7])[N:8]1[CH2:9][CH2:10][CH:11]([c:14]2[n:15][c:16]([C:20](=[O:21])[N:24]([CH3:23])[CH:25]3[CH2:26][CH2:27][CH2:28][c:29]4[cH:30][cH:31][cH:32][cH:33][c:34]43)[cH:17][cH:18][cH:19]2)[CH2:12][CH2:13]1. Reactants: BrC1=CC=C(C=C1)C=CC1=CC=CC=C1 (4-bromostilbene), [Br-].BrC1=CC=C(C[P+](C2=CC=CC=C2)(C2=CC=CC=C2)C2=CC=CC=C2)C=C1 ((4-bromobenzyl)triphenylphosphoniumbromide), C(C1=CC=CC=C1)=O (benzaldehyde), CC(C)([O-])C.[K+] (potassium tert-butoxide). Solvent: O1CCCC1 (THF), O1CCCC1 (tetrahydrofuran). Reaction conditions: time 24 hour. Yields the product BrC1=CC=C(C=C1)\C=C\C1=CC=CC=C1 ((E)-4-bromostilbene). The yield is 29.2%. As a reaction SMILES: [Br:1][C:2]1[CH:7]=[CH:6][C:5]([CH:8]=[CH:9][C:10]2[CH:15]=[CH:14][CH:13]=[CH:12][CH:11]=2)=[CH:4][CH:3]=1.[Br-].BrC1C=CC(C[P+](C2C=CC=CC=2)(C2C=CC=CC=2)C2C=CC=CC=2)=CC=1.C(=O)C1C=CC=CC=1.CC(C)([O-])C.[K+]>O1CCCC1>[Br:1][C:2]1[CH:3]=[CH:4][C:5](/[CH:8]=[CH:9]/[C:10]2[CH:11]=[CH:12][CH:13]=[CH:14][CH:15]=2)=[CH:6][CH:7]=1 |f:1.2,4.5|. Procedure: First, a synthesis method of 4-bromostilbene is described. 25.3 g (49.5 mmol) of (4-bromobenzyl)triphenylphosphoniumbromide and 5.25 g (49.5 mmol) of benzaldehyde were put into a 500 mL three-necked flask and the air in the flask was replaced with nitrogen. 250 mL of tetrahydrofuran (THF) was added to the mixture. Then, a suspension in which 6.10 g (54.4 mmol) of potassium tert-butoxide was dissolved in 60 mL of THF was dropped to this mixture. After the dropping, the reaction mixture was stirre...